From a dataset of the Open Reaction Database (ORD), a public repository of structured organic reaction records. describe an organic reaction: reactants, conditions, products, and yield Reactants: FC=1C=C(OC[C@@H]2N(CCC2)C(=O)OC(C)(C)C)C=CC1 ((R)-tert-butyl 2-((3-fluorophenoxy)methyl)pyrrolidine-1-carboxylate), ClC1=C(C(=O)NC2(CC2)C2=CC=C(C(=O)OC)C=C2)C=C(C=N1)Cl (methyl 4-(1-(2,5-dichloronicotinamido)cyclopropyl)benzoate). Yields the product ClC=1C=NC(=C(C(=O)NC2(CC2)C2=CC=C(C(=O)OC)C=C2)C1)N1[C@H](CCC1)COC1=CC(=CC=C1)F ((R)-methyl 4-(1-(5-chloro-2-(2-((3-fluorophenoxy)methyl)pyrrolidin-1-yl)nicotinamido)cyclopropyl)benzoate). Isolated yield 90.3%. As a reaction SMILES: [F:1][C:2]1[CH:3]=[C:4]([CH:19]=[CH:20][CH:21]=1)[O:5][CH2:6][C@H:7]1[CH2:11][CH2:10][CH2:9][N:8]1[C:12](OC(C)(C)C)=O.ClC1[N:44]=[CH:43][C:42]([Cl:45])=[CH:41][C:24]=1[C:25]([NH:27][C:28]1([C:31]2[CH:40]=[CH:39][C:34]([C:35]([O:37][CH3:38])=[O:36])=[CH:33][CH:32]=2)[CH2:30][CH2:29]1)=[O:26]>>[Cl:45][C:42]1[CH:43]=[N:44][C:12]([N:8]2[CH2:9][CH2:10][CH2:11][C@@H:7]2[CH2:6][O:5][C:4]2[CH:19]=[CH:20][CH:21]=[C:2]([F:1])[CH:3]=2)=[C:24]([CH:41]=1)[C:25]([NH:27][C:28]1([C:31]2[CH:32]=[CH:33][C:34]([C:35]([O:37][CH3:38])=[O:36])=[CH:39][CH:40]=2)[CH2:30][CH2:29]1)=[O:26]. Procedure: The title compound (D201) (80 mg) was prepared according to the experimental procedure described in Description 160 starting from (R)-tert-butyl 2-((3-fluorophenoxy)methyl)pyrrolidine-1-carboxylate (D42) (100 mg, 0.338 mmol) and reacting in the second step with methyl 4-(1-(2,5-dichloronicotinamido)cyclopropyl)benzoate (D97) (61.8 mg, 0.169 mmol). The reactants are Cl (hydrochloric acid), solution, C(=C)[Mg]Br (vinyl magnesium bromide), ClC1=C(OC=2C=C3C(OC(=O)C3=CC2)(O)CC)C=CC(=C1)C(F)(F)F (5-(2'-chloro-4'trifluoromethylphenoxy)-3-ethyl-3-hydroxy- phthalide). Run in O1CCCC1 (tetrahydrofuran), O1CCCC1 (tetrahydrofuran). Run at time 1 hour. Yields the product ClC1=C(OC=2C=C3C(OC(=O)C3=CC2)(C=C)CC)C=CC(=C1)C(F)(F)F (5-(2'Chloro-4'-trifluoromethylphenoxy)-3-ethyl-3-vinyl phthalide). RXN SMILES: [CH:1]([Mg]Br)=[CH2:2].[Cl:5][C:6]1[CH:25]=[C:24]([C:26]([F:29])([F:28])[F:27])[CH:23]=[CH:22][C:7]=1[O:8][C:9]1[CH:10]=[C:11]2[C:16](=[CH:17][CH:18]=1)[C:14](=[O:15])[O:13][C:12]2([CH2:20][CH3:21])O.Cl>O1CCCC1>[Cl:5][C:6]1[CH:25]=[C:24]([C:26]([F:27])([F:28])[F:29])[CH:23]=[CH:22][C:7]=1[O:8][C:9]1[CH:10]=[C:11]2[C:16](=[CH:17][CH:18]=1)[C:14](=[O:15])[O:13][C:12]2([CH2:20][CH3:21])[CH:1]=[CH2:2]. Reported procedure: To a 1M solution of vinyl magnesium bromide in tetrahydrofuran (46 ml) was added dropwise at 25° C. a solution of 5-(2'-chloro-4'trifluoromethylphenoxy)-3-ethyl-3-hydroxy- phthalide (2.3 g) in dry tetrahydrofuran (25 ml). After the addition was complete, the solution was stirred for 1 hour and poured into a mixture of ice and concentrated hydrochloric acid. The mixture was stirred for one hour, extracted with methylene chloride, washed with water and dried with sodium sulphate. Chromatography on... Reactants: C(C)OC(C(CC(C1=C(N=CO1)C)=O)=O)=O (2,4-diketo4-(4-methyloxazol-5-yl)butyric acid ethyl ester), O.NN (hydrazine hydrate). Run in C(C)O (ethanol). Yields the product C(C)OC(=O)C1=NNC(=C1)C1=C(N=CO1)C (3-ethoxycarbonyl-5-(4-methyloxazol-5-yl)pyrazole). Yield: 50.6%. RXN SMILES: [CH2:1]([O:3][C:4](=[O:16])[C:5](=O)[CH2:6][C:7](=O)[C:8]1[O:12][CH:11]=[N:10][C:9]=1[CH3:13])[CH3:2].O.[NH2:18][NH2:19]>C(O)C>[CH2:1]([O:3][C:4]([C:5]1[CH:6]=[C:7]([C:8]2[O:12][CH:11]=[N:10][C:9]=2[CH3:13])[NH:19][N:18]=1)=[O:16])[CH3:2] |f:1.2|. Procedure: A mixture of 2,4-diketo4-(4-methyloxazol-5-yl)butyric acid ethyl ester (8.50 g), hydrazine hydrate (1.88 g), and ethanol (100 ml) was refluxed for 3 hours and concentrated. The residue was chromatographed (silica gel, Hex/EtOAc 1/1) to yield 4.20 g of 3-ethoxycarbonyl-5-(4-methyloxazol-5-yl)pyrazole as tan solids, mp 131°-133° C. (methanol/isopropyl ether). NMR: 1.42 (t, 3H), 2.48 (s, 3H), 4.44 (q, 2H), 7.05 (s, 1H, 4-pyrazolyl H), 7.85 (s, 1H, 2-oxazolyl H).